Dataset: the Open Reaction Database (ORD), a public repository of structured organic reaction records. Task: describe an organic reaction: reactants, conditions, products, and yield The reactants are C(C)C1(CCC2=CC(=CC=C12)F)O (1-ethyl-5-fluoro-indan-1-ol), ClC=1C=CC=C2C=CNC12 (7-chloroindole). Yields the product ClC=1C=CC=C2C(=CNC12)C1(CCC2=CC(=CC=C12)F)CC (7-Chloro-3-(1-ethyl-5-fluoro-indan-1-yl)-1H-indole). As a reaction SMILES: [CH2:1]([C:3]1(O)[C:11]2[C:6](=[CH:7][C:8]([F:12])=[CH:9][CH:10]=2)[CH2:5][CH2:4]1)[CH3:2].[Cl:14][C:15]1[CH:16]=[CH:17][CH:18]=[C:19]2[C:23]=1[NH:22][CH:21]=[CH:20]2>>[Cl:14][C:15]1[CH:16]=[CH:17][CH:18]=[C:19]2[C:23]=1[NH:22][CH:21]=[C:20]2[C:3]1([CH2:1][CH3:2])[C:11]2[C:6](=[CH:7][C:8]([F:12])=[CH:9][CH:10]=2)[CH2:5][CH2:4]1. Procedure details: Utilizing 1-ethyl-5-fluoro-indan-1-ol and 7-chloroindole, the title compound is prepared as in example 1. 90 mg (60%). NMR (400 MHz, CDCl3): δ 0.85 (t, 3H), 2.15 (m, 1H), 2.22 (m, 1H), 2.34 (m, 1H), 2.59 (m, 1H), 2.98 (m, 2H), 6.82 (t, 1H), 6.87 (m, 2H), 7.00 (m, 2H), 7.11 (d, 1H), 7.16 (d, 1H), 8.12 (s, 1H, NH). Reactants: Cc1c(N)cccc1Br, COC(=O)c1cc(OC)ccc1CBr, CO, ClCCl. Product: COC(=O)c1cc(OC)ccc1CNc1cccc(Br)c1C. RXN SMILES: [Br:15][c:16]1[c:17]([CH3:23])[c:18]([NH2:19])[cH:20][cH:21][cH:22]1.[Br:1][CH2:2][c:3]1[c:4]([C:5](=[O:6])[O:7][CH3:8])[cH:9][c:10]([O:13][CH3:14])[cH:11][cH:12]1.[CH3:24][OH:25].[Cl:26][CH2:27][Cl:28]>>[CH2:2]([c:3]1[c:4]([C:5](=[O:6])[O:7][CH3:8])[cH:9][c:10]([O:13][CH3:14])[cH:11][cH:12]1)[NH:19][c:18]1[c:17]([CH3:23])[c:16]([Br:15])[cH:22][cH:21][cH:20]1.